This data is from the Open Reaction Database (ORD), a public repository of structured organic reaction records. The task is: describe an organic reaction: reactants, conditions, products, and yield Starting materials: CCOC(=O)c1cc2ccccc2n1Cc1cccc(C(N)=S)c1, CI, CC(=O)[O-], Cl, [NH4+]. The product is CCOC(=O)c1cc2ccccc2n1Cc1cccc(C(=N)N)c1, Cl. Reaction SMILES: [CH2:1]([CH3:2])[O:3][C:4](=[O:5])[c:6]1[n:7]([CH2:15][c:16]2[cH:17][c:18]([C:22]([NH2:23])=[S:24])[cH:19][cH:20][cH:21]2)[c:8]2[cH:9][cH:10][cH:11][cH:12][c:13]2[cH:14]1.[CH3:25][I:26].[CH3:28][C:29](=[O:30])[O-:31].[ClH:32].[NH4+:27]>>[CH2:1]([CH3:2])[O:3][C:4](=[O:5])[c:6]1[n:7]([CH2:15][c:16]2[cH:17][c:18]([C:22](=[NH:23])[NH2:27])[cH:19][cH:20][cH:21]2)[c:8]2[cH:9][cH:10][cH:11][cH:12][c:13]2[cH:14]1.[ClH:32]. The reactants are FC1=CC=C(COC2=CC=C(C=C2)C(C(=O)O)C2=CC=C(C=C2)OCC2=CC=C(C=C2)F)C=C1 (2,2-Bis{4-[(4-fluorobenzyl)oxy]phenyl}acetic acid), suspension, [H-].[Na+] (Sodium hydride), O.[Cl-].[NH4+] (ammonium chloride water), N1C=NC=C1 (imidazole), C(=O)(N1C=NC=C1)N1C=NC=C1 (1,1′-carbonyldiimidazole), N1C=NC=C1 (imidazole), NC=1SSC(N1)=S (3-amino-1,2,4-dithiazole-5-thione). Run in O1CCCC1 (tetrahydrofuran), O1CCCC1 (tetrahydrofuran). Conditions: temperature 0 celsius, time 30 minute. The product is FC1=CC=C(COC2=CC=C(C=C2)C(C(=O)NC2=NC(SS2)=S)C2=CC=C(C=C2)OCC2=CC=C(C=C2)F)C=C1 (2,2-bis{4-[(4-fluorobenzyl)oxy]phenyl}-N-(3-thioxo-3H-1,2,4-dithiazol-5-yl)acetoamide). The yield is 19.9%. As a reaction SMILES: [F:1][C:2]1[CH:34]=[CH:33][C:5]([CH2:6][O:7][C:8]2[CH:13]=[CH:12][C:11]([CH:14]([C:18]3[CH:23]=[CH:22][C:21]([O:24][CH2:25][C:26]4[CH:31]=[CH:30][C:29]([F:32])=[CH:28][CH:27]=4)=[CH:20][CH:19]=3)[C:15](O)=[O:16])=[CH:10][CH:9]=2)=[CH:4][CH:3]=1.C(N1C=CN=C1)(N1C=CN=C1)=O.N1C=CN=C1.[H-].[Na+].[NH2:54][C:55]1[S:56][S:57][C:58](=[S:60])[N:59]=1.O.[Cl-].[NH4+]>O1CCCC1>[F:1][C:2]1[CH:34]=[CH:33][C:5]([CH2:6][O:7][C:8]2[CH:13]=[CH:12][C:11]([CH:14]([C:18]3[CH:23]=[CH:22][C:21]([O:24][CH2:25][C:26]4[CH:31]=[CH:30][C:29]([F:32])=[CH:28][CH:27]=4)=[CH:20][CH:19]=3)[C:15]([NH:54][C:55]3[S:56][S:57][C:58](=[S:60])[N:59]=3)=[O:16])=[CH:10][CH:9]=2)=[CH:4][CH:3]=1 |f:3.4,6.7.8|. Reported procedure: 2,2-Bis{4-[(4-fluorobenzyl)oxy]phenyl}acetic acid (1.00 g, 2.17 mmol) was dissolved in tetrahydrofuran (7 ml), and 1,1′-carbonyldiimidazole (0.423 g, 2.61 mmol) was added thereto. The imidazole mixture was stirred for 1 hour at room temperature. Sodium hydride (60% oil suspension 0.087 g, 2.17 mmol) was suspended in tetrahydrofuran (7 ml), and 3-amino-1,2,4-dithiazole-5-thione (0.326 g, 2.17 mmol) was added thereto. After being stirred for 30 minutes at 0° C., the reaction mixture, with the imid... The reactants are CN(C)CCN(C)CCN(C)C (N,N,N′,N′,N″-Pentamethyidiethylenetriamine), C(C)(C)(C)OC(=O)N1CCC(CC1)C(N(C)OC)=O (4-(methoxy-methyl-carbamoyl)-piperidine-1-carboxylic acid tert-butyl ester), FC1=C(C=CC=C1)OC (2-fluoroanisole), C(CCC)[Li] (butyllithium), solution. Solvent: C(C)(=O)OCC (ethyl acetate), C1CCOC1 (THF), hexanes, C1CCOC1 (THF). Reaction conditions: time 13 minute. Product: C(C)(C)(C)OC(=O)N1CCC(CC1)C(C1=C(C(=CC=C1)OC)F)=O (4-(2-Fluoro-3-methoxy-benzoyl)-piperidine-1-carboxylic acid tert-butyl ester). Isolated yield 125.2%. As a reaction SMILES: [F:1][C:2]1[CH:7]=[CH:6][CH:5]=[CH:4][C:3]=1[O:8][CH3:9].C([Li])CCC.CN(CCN(CCN(C)C)C)C.[C:27]([O:31][C:32]([N:34]1[CH2:39][CH2:38][CH:37]([C:40](=[O:45])N(OC)C)[CH2:36][CH2:35]1)=[O:33])([CH3:30])([CH3:29])[CH3:28]>C1COCC1.C(OCC)(=O)C>[C:27]([O:31][C:32]([N:34]1[CH2:39][CH2:38][CH:37]([C:40](=[O:45])[C:7]2[CH:6]=[CH:5][CH:4]=[C:3]([O:8][CH3:9])[C:2]=2[F:1])[CH2:36][CH2:35]1)=[O:33])([CH3:30])([CH3:29])[CH3:28]. Procedure: To a stirred solution of 2-fluoroanisole (6.00 g, 47.6 mmol) and anhydrous THF (125 mL) at −78° C. under nitrogen was added butyllithium (35 mL of a 1.6 M solution in hexanes, 56.0 mmol). After stirring for 13 min, N,N,N′,N′,N″-Pentamethyidiethylenetriamine (12.9 mL, 61.8 mmol) was added dropwise and the reaction stirred at −78° C. After 168 min, a solution of 4-(methoxy-methyl-carbamoyl)-piperidine-1-carboxylic acid tert-butyl ester (16.8 g, 61.7 mmol) in anhydrous THF (40 mL) was added dropwis... The reactants are O=C([O-])O, C=C1CCC1, CCOC(C)=O, CCOC(=O)C(Cl)=NO, [Na+]. Product: CCOC(=O)C1=NOC2(CCC2)C1. RXN SMILES: [C:15](=[O:16])([OH:17])[O-:18].[CH2:1]=[C:2]1[CH2:3][CH2:4][CH2:5]1.[CH3:20][CH2:21][O:22][C:23](=[O:24])[CH3:25].[Cl:6][C:7]([C:8](=[O:9])[O:10][CH2:11][CH3:12])=[N:13][OH:14].[Na+:19]>>[CH2:1]1[C:2]2([CH2:3][CH2:4][CH2:5]2)[O:14][N:13]=[C:7]1[C:8](=[O:9])[O:10][CH2:11][CH3:12]. Reactants: [Al+3], CCCCNc1cc(C(N)=O)cc(S(N)(=O)=O)c1Oc1ccccc1, CCOC(C)=O, [H-], [H-], [H-], [H-], [Li+], C1CCOC1, O, c1ccncc1. The product is CCCCNc1cc(CN)cc(S(N)(=O)=O)c1Oc1ccccc1. Reaction SMILES: [Al+3:2].[CH2:12]([CH2:13][CH2:14][CH3:15])[NH:16][c:17]1[cH:18][c:19]([C:20](=[O:21])[NH2:22])[cH:23][c:24]([S:33]([NH2:34])(=[O:35])=[O:36])[c:25]1[O:26][c:27]1[cH:28][cH:29][cH:30][cH:31][cH:32]1.[CH3:37][CH2:38][O:39][C:40](=[O:41])[CH3:42].[H-:1].[H-:4].[H-:5].[H-:6].[Li+:3].[O:7]1[CH2:8][CH2:9][CH2:10][CH2:11]1.[OH2:49].[cH:43]1[cH:44][cH:45][n:46][cH:47][cH:48]1>>[CH2:12]([CH2:13][CH2:14][CH3:15])[NH:16][c:17]1[cH:18][c:19]([CH2:20][NH2:22])[cH:23][c:24]([S:33]([NH2:34])(=[O:35])=[O:36])[c:25]1[O:26][c:27]1[cH:28][cH:29][cH:30][cH:31][cH:32]1. Reactants: Cu(NO3)2.2.5H2O, O.O.O.[N+](=O)([O-])[O-].[Cu+2].[N+](=O)([O-])[O-] (copper (II) nitrate trihydrate). Run in O (water). Yields the product [N+](=O)([O-])[O-].[Cu+2].[N+](=O)([O-])[O-] (copper nitrate). Reaction SMILES: O.O.O.[N+:4]([O-:7])([O-:6])=[O:5].[Cu+2:8].[N+:9]([O-:12])([O-:11])=[O:10]>O>[N+:4]([O-:7])([O-:6])=[O:5].[Cu+2:8].[N+:9]([O-:12])([O-:11])=[O:10] |f:0.1.2.3.4.5,7.8.9|. Procedure details: Five Hundred and seventy grams of Cu(NO3)2.2.5H2O (typically designated as copper (II) nitrate trihydrate) was dissolved in water and diluted to 2.0 liters to give 1.25 molar copper nitrate solution. An 18% sodium hydroxide solution was prepared by dissolving 2.5 grams sodium hydroxide in water and diluting to 1.0 liter. The caustic solution was allowed to cool to room temperature before using in the reaction that follows. Sodium bicarbonate, 8.4 grams, 0.1 mole, was added to a three liter react... The reactants are CI, [H-], [Na+], CN(C)C=O, O, O=C(OCc1ccccc1)N1CCC2C(c3ccccc3)Nc3ccccc3C21. Yields the product CN1c2ccccc2C2C(CCN2C(=O)OCc2ccccc2)C1c1ccccc1. RXN SMILES: [CH3:32][I:33].[H-:1].[Na+:2].[O:35]=[CH:36][N:37]([CH3:38])[CH3:39].[OH2:34].[c:3]1([CH:9]2[NH:10][c:11]3[cH:12][cH:13][cH:14][cH:15][c:16]3[CH:17]3[CH:18]2[CH2:19][CH2:20][N:21]3[C:22](=[O:23])[O:24][CH2:25][c:26]2[cH:27][cH:28][cH:29][cH:30][cH:31]2)[cH:4][cH:5][cH:6][cH:7][cH:8]1>>[c:3]1([CH:9]2[N:10]([CH3:32])[c:11]3[cH:12][cH:13][cH:14][cH:15][c:16]3[CH:17]3[CH:18]2[CH2:19][CH2:20][N:21]3[C:22](=[O:23])[O:24][CH2:25][c:26]2[cH:27][cH:28][cH:29][cH:30][cH:31]2)[cH:4][cH:5][cH:6][cH:7][cH:8]1. Starting materials: CC1CCC(O1)CO (5-methyltetrahydrofuran-2-methanol), CC(=O)OI1(C=2C=CC=CC2C(=O)O1)(OC(=O)C)OC(=O)C (Dess-Martin periodinane), CC(=O)O (AcOH), crude mixture, ClC=1C=NC=C(C1C(CN)O[Si](CC)(CC)CC)Cl (2-(3,5-dichloropyridin-4-yl)-2-((triethylsilyl)oxy)ethanamine), [BH-](OC(=O)C)(OC(=O)C)OC(=O)C.[Na+] (NaBH(OAc)3). The solvent is C(Cl)Cl (DCM), C(Cl)Cl (DCM). Run at time 8 hour. The product is ClC=1C=NC=C(C1C(CNCC1OC(CC1)C)O[Si](CC)(CC)CC)Cl (2-(3,5-dichloropyridin-4-yl)-N-((5-methyltetrahydrofuran-2-yl)methyl)-2-((triethylsilyl)oxy)ethanamine). Reaction SMILES: [CH3:1][CH:2]1[O:6][CH:5]([CH2:7]O)[CH2:4][CH2:3]1.CC(OI1(OC(C)=O)(OC(C)=O)OC(=O)C2C=CC=CC1=2)=O.[Cl:31][C:32]1[CH:33]=[N:34][CH:35]=[C:36]([Cl:49])[C:37]=1[CH:38]([O:41][Si:42]([CH2:47][CH3:48])([CH2:45][CH3:46])[CH2:43][CH3:44])[CH2:39][NH2:40].CC(O)=O.[BH-](OC(C)=O)(OC(C)=O)OC(C)=O.[Na+]>C(Cl)Cl>[Cl:31][C:32]1[CH:33]=[N:34][CH:35]=[C:36]([Cl:49])[C:37]=1[CH:38]([O:41][Si:42]([CH2:45][CH3:46])([CH2:47][CH3:48])[CH2:43][CH3:44])[CH2:39][NH:40][CH2:7][CH:5]1[CH2:4][CH2:3][CH:2]([CH3:1])[O:6]1 |f:4.5|. Reported procedure: To a clear solution of 5-methyltetrahydrofuran-2-methanol in DCM was added Dess-Martin periodinane (1.2 eq.). The mixture was stirred at room temperature overnight. The crude mixture was directly added to a solution of 2-(3,5-dichloropyridin-4-yl)-2-((triethylsilyl)oxy)ethanamine (1 eq.) in DCM followed by AcOH (1.2 eq.) and NaBH(OAc)3 (1.5 eq.). The reaction mixture was stirred at room temperature. After 2 h, the mixture was quenched with saturated aqueous Na2S2O3 and saturated NaHCO3. The reac...